describe an organic reaction: reactants, conditions, products, and yield From a dataset of the Open Reaction Database (ORD), a public repository of structured organic reaction records. Starting materials: CC(C)(C)OC(=O)N1CCN(c2c(C=O)c3ccccc3n2-c2ccc(I)cc2)CC1, N#Cc1ccc(B(O)O)cc1, C1CCOC1, CCOC(C)=O, c1ccc(P(c2ccccc2)(c2ccccc2)[Pd](P(c2ccccc2)(c2ccccc2)c2ccccc2)(P(c2ccccc2)(c2ccccc2)c2ccccc2)P(c2ccccc2)(c2ccccc2)c2ccccc2)cc1. Product: CC(C)(C)OC(=O)N1CCN(c2c(C=O)c3ccccc3n2-c2ccc(-c3ccc(C#N)cc3)cc2)CC1. As a reaction SMILES: [C:1]([CH3:2])([CH3:3])([CH3:4])[O:5][C:6](=[O:7])[N:8]1[CH2:9][CH2:10][N:11]([c:14]2[n:15](-[c:25]3[cH:26][cH:27][c:28]([I:31])[cH:29][cH:30]3)[c:16]3[cH:17][cH:18][cH:19][cH:20][c:21]3[c:22]2[CH:23]=[O:24])[CH2:12][CH2:13]1.[C:32](#[N:33])[c:34]1[cH:35][cH:36][c:37]([B:40]([OH:41])[OH:42])[cH:38][cH:39]1.[CH2:43]1[O:44][CH2:45][CH2:46][CH2:47]1.[CH3:48][CH2:49][O:50][C:51](=[O:52])[CH3:53].[cH:54]1[cH:55][cH:56][c:57]([P:58]([Pd:59]([P:60]([c:61]2[cH:62][cH:63][cH:64][cH:65][cH:66]2)([c:67]2[cH:68][cH:69][cH:70][cH:71][cH:72]2)[c:73]2[cH:74][cH:75][cH:76][cH:77][cH:78]2)([P:79]([c:80]2[cH:81][cH:82][cH:83][cH:84][cH:85]2)([c:86]2[cH:87][cH:88][cH:89][cH:90][cH:91]2)[c:92]2[cH:93][cH:94][cH:95][cH:96][cH:97]2)[P:98]([c:99]2[cH:100][cH:101][cH:102][cH:103][cH:104]2)([c:105]2[cH:106][cH:107][cH:108][cH:109][cH:110]2)[c:111]2[cH:112][cH:113][cH:114][cH:115][cH:116]2)([c:117]2[cH:118][cH:119][cH:120][cH:121][cH:122]2)[c:123]2[cH:124][cH:125][cH:126][cH:127][cH:128]2)[cH:129][cH:130]1>>[C:1]([CH3:2])([CH3:3])([CH3:4])[O:5][C:6](=[O:7])[N:8]1[CH2:9][CH2:10][N:11]([c:14]2[n:15](-[c:25]3[cH:26][cH:27][c:28](-[c:37]4[cH:36][cH:35][c:34]([C:32]#[N:33])[cH:39][cH:38]4)[cH:29][cH:30]3)[c:16]3[cH:17][cH:18][cH:19][cH:20][c:21]3[c:22]2[CH:23]=[O:24])[CH2:12][CH2:13]1. Starting materials: C1(=CC=CC2=CC=CC=C12)S(=O)(=O)C1=CC=CC2=C1N=C(O2)N2CCNCC2 (4-(1-naphthylsulfonyl)-2-piperazin-1-ylbenzoxazole), C(C)=O (acetaldehyde), [BH-](OC(=O)C)(OC(=O)C)OC(=O)C.[Na+] (NaBH(OAc)3), C(C)(=O)O (acetic acid), ClCCCl (1,2-dichloroethane). Run in CO (MeOH), C(Cl)Cl (CH2Cl2). Conditions: time 8 hour. Yields the product Cl.Cl.C(C)N1CCN(CC1)C=1OC2=C(N1)C(=CC=C2)S(=O)(=O)C2=CC=CC1=CC=CC=C21 (2-(4-Ethylpiperazin-1-yl)-4-(1-naphthylsulfonyl)benzoxazole Dihydrochloride). As a reaction SMILES: [C:1]1([S:11]([C:14]2[C:19]3[N:20]=[C:21]([N:23]4[CH2:28][CH2:27][NH:26][CH2:25][CH2:24]4)[O:22][C:18]=3[CH:17]=[CH:16][CH:15]=2)(=[O:13])=[O:12])[C:10]2[C:5](=[CH:6][CH:7]=[CH:8][CH:9]=2)[CH:4]=[CH:3][CH:2]=1.[CH:29](=O)[CH3:30].[BH-](OC(C)=O)(OC(C)=O)OC(C)=O.[Na+].C(O)(=O)C.[Cl:50]CCCl>CO.C(Cl)Cl>[ClH:50].[ClH:50].[CH2:29]([N:26]1[CH2:27][CH2:28][N:23]([C:21]2[O:22][C:18]3[CH:17]=[CH:16][CH:15]=[C:14]([S:11]([C:1]4[C:10]5[C:5](=[CH:6][CH:7]=[CH:8][CH:9]=5)[CH:4]=[CH:3][CH:2]=4)(=[O:13])=[O:12])[C:19]=3[N:20]=2)[CH2:24][CH2:25]1)[CH3:30] |f:2.3,8.9.10|. Reported procedure: A mixture of 4-(1-naphthylsulfonyl)-2-piperazin-1-ylbenzoxazole (0.070 g, 0.18 mmol), acetaldehyde (0.016 g, 0.36 mmol), NaBH(OAc)3 (0.075 g, 0.36 mmol), and acetic acid (0.021 g, 0.36 mmol) in 1,2-dichloroethane was stirred at room temperature overnight, diluted with 20% MeOH in CH2Cl2 (with 0.5% NH4OH) and filtered through a pad of silica gel. The filtrate was concentrated and purified by Gilson reverse phase HPLC. The purified material was treated with a solution of HCl in ether, stirred at r... Starting materials: BrC=1N=C(N(C1)CCOS(=O)(=O)C)C1CCN(CC1)C(=O)OC(C)(C)C (tert-butyl 4-(4-bromo-1-(2-(methylsulfonyloxy)ethyl)-1H-imidazol-2-yl)piperidine-1-carboxylate), CN(C=O)C (dimethylformamide), N1CCCC1 (pyrrolidine). Solvent: C(C)(=O)OCC (ethyl acetate). Conditions: temperature 50 celsius. The product is BrC=1N=C(N(C1)CCN1CCCC1)C1CCN(CC1)C(=O)OC(C)(C)C (tert-Butyl 4-(4-bromo-1-(2-(pyrrolidin-1-yl)ethyl)-1H-imidazol-2-yl)piperidine-1-carboxylate). The yield is 98.0%. RXN SMILES: [Br:1][C:2]1[N:3]=[C:4]([CH:14]2[CH2:19][CH2:18][N:17]([C:20]([O:22][C:23]([CH3:26])([CH3:25])[CH3:24])=[O:21])[CH2:16][CH2:15]2)[N:5]([CH2:7][CH2:8]OS(C)(=O)=O)[CH:6]=1.CN(C)C=O.[NH:32]1[CH2:36][CH2:35][CH2:34][CH2:33]1>C(OCC)(=O)C>[Br:1][C:2]1[N:3]=[C:4]([CH:14]2[CH2:19][CH2:18][N:17]([C:20]([O:22][C:23]([CH3:26])([CH3:25])[CH3:24])=[O:21])[CH2:16][CH2:15]2)[N:5]([CH2:7][CH2:8][N:32]2[CH2:36][CH2:35][CH2:34][CH2:33]2)[CH:6]=1. Procedure details: Combine tert-butyl 4-(4-bromo-1-(2-(methylsulfonyloxy)ethyl)-1H-imidazol-2-yl)piperidine-1-carboxylate (4.45 g, 9.84 mmol), dimethylformamide (25 mL), and pyrrolidine (2.46 mL, 3.0 eq) under nitrogen. Heat the reaction mixture at 50° C. overnight, then allow to cool to room temperature. Dilute with ethyl acetate. Wash with water followed by saturated aqueous sodium chloride. Dry the organics over anhydrous magnesium sulfate, filter, and concentrate in vacuo to give the title compound (4.12 g, 98...